From a dataset of the Open Reaction Database (ORD), a public repository of structured organic reaction records. describe an organic reaction: reactants, conditions, products, and yield Reactants: C(C)(C)(C)OC(=O)NC(C[C@@H](CCC(=O)O)C)C1OC(CC1)=O ((R)-6-tert-butoxycarbonylamino-4-methyl-6-(5-oxo-tetra-hydro-furan-2-yl)-hexanoic acid), N1=CC=CC=C1 (pyridine), Pb(OAc)4, O (water). The reagents and catalysts are O.C(C)(=O)[O-].[Cu+2].C(C)(=O)[O-] (copper(II)acetate monohydrate). Solvent: C1=CC=CC=C1 (benzene). Product: C(C)(C)(C)OC(N[C@@H](CC(C=C)C)C1OC(CC1)=O)=O ([(S)-3-Methyl-1-(5-oxo-tetrahydro-furan-2-yl)-pent-4-enyl]-carbamic acid tert-butyl ester). Reaction SMILES: [C:1]([O:5][C:6]([NH:8][CH:9]([CH:18]1[CH2:22][CH2:21][C:20](=[O:23])[O:19]1)[CH2:10][C@H:11]([CH3:17])[CH2:12][CH2:13]C(O)=O)=[O:7])([CH3:4])([CH3:3])[CH3:2].N1C=CC=CC=1.O>C1C=CC=CC=1.O.C([O-])(=O)C.[Cu+2].C([O-])(=O)C>[C:1]([O:5][C:6](=[O:7])[NH:8][C@H:9]([CH:18]1[CH2:22][CH2:21][C:20](=[O:23])[O:19]1)[CH2:10][CH:11]([CH3:17])[CH:12]=[CH2:13])([CH3:2])([CH3:3])[CH3:4] |f:4.5.6.7|. Reported procedure: A mixture of 2.19 g (6.67 mmol) (R)-6-tert-butoxycarbonylamino-4-methyl-6-(5-oxo-tetra-hydro-furan-2-yl)-hexanoic acid, 0.293 g (1.46 mmol) copper(II)acetate monohydrate, 0.2 ml pyridine and 5.4 g (12.0 mmol) Pb(OAc)4 in 45 ml benzene is refluxed under nitrogen for 18 h. The mixture is cooled to rt, water is added and the organic phase is washed with water and 5% aqueous NaHCO3. The organic phase is dried with Na2SO4, filtered and evaporated. The residue is purified by chromatography on silica g... The reactants are CC=1C(=CN2N=CN=C(C21)OC2=CC=CC=C2)O (5-methyl-4-phenoxy-pyrrolo[2,1-f][1,2,4]triazin-6-ol), C1CCOC1 (THF), CS.[Na] (sodium methanethiol). The solvent is O (water). Run at temperature 80 celsius. Product: CC=1C(=CN2N=CN=C(C21)SC)O (5-methyl-4-methylsulfanylpyrrolo[2,1-f][1,2,4]triazin-6-ol). The yield is 66.6%. RXN SMILES: [CH3:1][C:2]1[C:3]([OH:18])=[CH:4][N:5]2[C:10]=1[C:9](OC1C=CC=CC=1)=[N:8][CH:7]=[N:6]2.C1COCC1.[CH3:24][SH:25].[Na]>O>[CH3:1][C:2]1[C:3]([OH:18])=[CH:4][N:5]2[C:10]=1[C:9]([S:25][CH3:24])=[N:8][CH:7]=[N:6]2 |f:2.3,^1:25|. Procedure: A 150 mL tube was charged with 5-methyl-4-phenoxy-pyrrolo[2,1-f][1,2,4]triazin-6-ol (5.93 g, 24.6 mmol), THF (2 mL) and sodium methanethiol (5.17 mg, 73.7 mmol). The tube was sealed and the mixture was heated at 80° C. for 4 h. The mixture was cooled to RT, water was added (100 mL) and the solution was extracted with ethyl acetate (3×100 mL). Combined organic layers were washed with water (200 mL), 1N aqueous solution of sodium hydroxide (2×200 mL), brine (200 mL), dried and concentrated in vacu... The reactants are C=CCN, CCCCCCCCCCCCNc1nc(Cl)nc2ccc([N+](=O)[O-])cc12, O. Product: C=CCNc1nc(NCCCCCCCCCCCC)c2cc([N+](=O)[O-])ccc2n1. Reaction SMILES: [CH2:28]([CH:29]=[CH2:30])[NH2:31].[Cl:1][c:2]1[n:3][c:4]2[cH:5][cH:6][c:7]([N+:25](=[O:26])[O-:27])[cH:8][c:9]2[c:10]([NH:12][CH2:13][CH2:14][CH2:15][CH2:16][CH2:17][CH2:18][CH2:19][CH2:20][CH2:21][CH2:22][CH2:23][CH3:24])[n:11]1.[OH2:32]>>[c:2]1([NH:31][CH2:28][CH:29]=[CH2:30])[n:3][c:4]2[cH:5][cH:6][c:7]([N+:25](=[O:26])[O-:27])[cH:8][c:9]2[c:10]([NH:12][CH2:13][CH2:14][CH2:15][CH2:16][CH2:17][CH2:18][CH2:19][CH2:20][CH2:21][CH2:22][CH2:23][CH3:24])[n:11]1. The reactants are CC(=O)O[BH-](OC(C)=O)OC(C)=O, CC1=NCCc2cc(F)ccc21, [Na+]. The product is CC1NCCc2cc(F)ccc21. RXN SMILES: [C:13]([O:14][BH-:15]([O:16][C:17](=[O:18])[CH3:19])[O:20][C:21](=[O:22])[CH3:23])(=[O:24])[CH3:25].[F:1][c:2]1[cH:3][c:4]2[c:9]([cH:10][cH:11]1)[C:8]([CH3:12])=[N:7][CH2:6][CH2:5]2.[Na+:26]>>[F:1][c:2]1[cH:3][c:4]2[c:9]([cH:10][cH:11]1)[CH:8]([CH3:12])[NH:7][CH2:6][CH2:5]2. RXN SMILES: [C:1]([C:4]1[CH:20]=[CH:19][C:7]2[C:8](=[O:18])[C:9]3[CH:16]=[C:15]([OH:17])[CH:14]=[CH:13][C:10]=3[CH2:11][CH2:12][C:6]=2[CH:5]=1)([OH:3])=[O:2].[OH-].[K+].[CH:23](Br)([CH3:25])[CH3:24].Cl>C(O)C.O>[C:1]([C:4]1[CH:20]=[CH:19][C:7]2[C:8](=[O:18])[C:9]3[CH:16]=[C:15]([O:17][CH:23]([CH3:25])[CH3:24])[CH:14]=[CH:13][C:10]=3[CH2:11][CH2:12][C:6]=2[CH:5]=1)([OH:3])=[O:2] |f:1.2|. Reactants: [OH-].[K+] (potassium hydroxide), Cl (hydrochloric acid), C(=O)(O)C1=CC2=C(C(C3=C(CC2)C=CC(=C3)O)=O)C=C1 (2-carboxy-7-hydroxy-10,11-dihydro-5-oxo-5H-dibenzo[a,d]cycloheptene), C(C)(C)Br (isopropyl bromide). Reported procedure: 0.82 G. of 2-carboxy-7-hydroxy-10,11-dihydro-5-oxo-5H-dibenzo[a,d]cycloheptene was dissolved in 30 ml of ethanol and a solution of 1.0 g of potassium hydroxide in 5 ml of water was added, followed by 2.0 ml of isopropyl bromide. The reaction was refluxed for 3 hours, then diluted with water and acidified with dilute hydrochloric acid. The product was filtered off and recrystallized from aqueous dimethylformamide to give 2-carboxy-7-isopropoxy-10,11-dihydro-5-oxo-5H-dibenzo[a,d]cycloheptene, m.p.... Solvent: O (water), O (water), C(C)O (ethanol). The product is C(=O)(O)C1=CC2=C(C(C3=C(CC2)C=CC(=C3)OC(C)C)=O)C=C1 (2-carboxy-7-isopropoxy-10,11-dihydro-5-oxo-5H-dibenzo[a,d]cycloheptene). The reactants are [OH-].[Na+] (sodium hydroxide), FC1=C(OC(C(=O)OCC)C)C=CC(=C1)OC1=NC2=CC=C(C=C2N=C1)Cl (Ethyl 2-[2-fluoro-4-(6-chloroquinoxalin-2-yloxy)phenoxy]propionate), [OH-].[Na+] (sodium hydroxide). The solvent is O (water), C(C)(C)O (isopropanol), O1CCCC1 (tetrahydrofuran). Run at temperature 25 celsius. Product: FC1=C(OC(C(=O)O)C)C=CC(=C1)OC1=NC2=CC=C(C=C2N=C1)Cl (2-[2 -Fluoro-4-(6-chloroquinoxalin-2-yloxy)phenoxy]propionic acid). The yield is 61.0%. RXN SMILES: [F:1][C:2]1[CH:15]=[C:14]([O:16][C:17]2[CH:26]=[N:25][C:24]3[C:19](=[CH:20][CH:21]=[C:22]([Cl:27])[CH:23]=3)[N:18]=2)[CH:13]=[CH:12][C:3]=1[O:4][CH:5]([CH3:11])[C:6]([O:8]CC)=[O:7].[OH-].[Na+]>C(O)(C)C.O1CCCC1.O>[F:1][C:2]1[CH:15]=[C:14]([O:16][C:17]2[CH:26]=[N:25][C:24]3[C:19](=[CH:20][CH:21]=[C:22]([Cl:27])[CH:23]=3)[N:18]=2)[CH:13]=[CH:12][C:3]=1[O:4][CH:5]([CH3:11])[C:6]([OH:8])=[O:7] |f:1.2|. Procedure details: Ethyl 2-[2-fluoro-4-(6-chloroquinoxalin-2-yloxy)phenoxy]propionate (3.23 g; 8.27 mmole) was dissolved in a warm mixture of isopropanol (150 ml) and tetrahydrofuran (30 ml). The solution was allowed to cool to a temperature of 25° C. and a solution of sodium hydroxide (0.34 g) in water (10 ml) was added slowly with stirring. The reaction mixture was stirred at room temperature for a period of 10 minutes and then aqueous 2M sodium hydroxide (0.5 ml) was added and the solution was stirred at room t... Procedure: Using the method of Example 87, 4-chloro-6,7-dihydro-8-ethyl-2-methylpyrimido [5,4-b][1,4]oxazine, from Example 102, was reacted with hydrazine hydrate to provide 6,7-dihydro-8-ethyl-4-hydrazino-2-methylpyrimido[5,4-b][1,4]oxazine. Reactants: ClC1=NC(=NC2=C1OCCN2CC)C (4-chloro-6,7-dihydro-8-ethyl-2-methylpyrimido [5,4-b][1,4]oxazine), O.NN (hydrazine hydrate). Yields the product C(C)N1C2=C(OCC1)C(=NC(=N2)C)NN (6,7-dihydro-8-ethyl-4-hydrazino-2-methylpyrimido[5,4-b][1,4]oxazine). RXN SMILES: Cl[C:2]1[C:7]2[O:8][CH2:9][CH2:10][N:11]([CH2:12][CH3:13])[C:6]=2[N:5]=[C:4]([CH3:14])[N:3]=1.O.[NH2:16][NH2:17]>>[CH2:12]([N:11]1[CH2:10][CH2:9][O:8][C:7]2[C:2]([NH:16][NH2:17])=[N:3][C:4]([CH3:14])=[N:5][C:6]1=2)[CH3:13] |f:1.2|. Reactants: C1CCOC1, CCO, CCOC(C)=O, [K+], [K+], O=C([O-])[O-], O, Oc1ccc(CBr)cc1, N#Cc1ccc(Nn2ccnc2)cc1. Yields the product N#Cc1ccc(N(Cc2ccc(O)cc2)n2ccnc2)cc1. RXN SMILES: [CH2:31]1[O:32][CH2:33][CH2:34][CH2:35]1.[CH3:36][CH2:37][OH:38].[CH3:39][CH2:40][O:41][C:42](=[O:43])[CH3:44].[K+:24].[K+:25].[O-:26][C:27]([O-:28])=[O:29].[OH2:30].[OH:1][c:2]1[cH:3][cH:4][c:5]([CH2:6][Br:7])[cH:8][cH:9]1.[n:10]1([NH:15][c:16]2[cH:17][cH:18][c:19]([C:20]#[N:21])[cH:22][cH:23]2)[cH:11][n:12][cH:13][cH:14]1>>[OH:1][c:2]1[cH:3][cH:4][c:5]([CH2:6][N:15]([n:10]2[cH:11][n:12][cH:13][cH:14]2)[c:16]2[cH:17][cH:18][c:19]([C:20]#[N:21])[cH:22][cH:23]2)[cH:8][cH:9]1. The reactants are CC(C)(C)c1ccncc1, [Li]C. Yields the product Cc1cc(C(C)(C)C)ccn1. RXN SMILES: [C:3]([CH3:4])([CH3:5])([CH3:6])[c:7]1[cH:8][cH:9][n:10][cH:11][cH:12]1.[CH3:1][Li:2]>>[CH3:1][c:9]1[cH:8][c:7]([C:3]([CH3:4])([CH3:5])[CH3:6])[cH:12][cH:11][n:10]1.